From a dataset of the Open Reaction Database (ORD), a public repository of structured organic reaction records. describe an organic reaction: reactants, conditions, products, and yield Reactants: OC1=C2C(=NC=C1C(=O)C1=CC=CC=C1)NN=C2 ([4-hydroxy-1H-pyrazolo[3,4-b]pyridin-5-yl]phenylmethanone), C(C1=CC=CC=C1)Br (benzyl bromide). Run in CO (methanol), C(=O)(O)[O-].[Na+] (NaHCO3). Conditions: time 16 hour. The product is C1(=CC=CC=C1)COC1=C2C(=NC=C1C(=O)C1=CC=CC=C1)NN=C2 ([4-(Phenylmethoxy)-1H-pyrazolo[3,4-b]pyridin-5-yl]phenylmethanone). Yield: 18.8%. Reaction SMILES: [OH:1][C:2]1[C:7]([C:8]([C:10]2[CH:15]=[CH:14][CH:13]=[CH:12][CH:11]=2)=[O:9])=[CH:6][N:5]=[C:4]2[NH:16][N:17]=[CH:18][C:3]=12.[CH2:19](Br)[C:20]1[CH:25]=[CH:24][CH:23]=[CH:22][CH:21]=1>CO.C([O-])(O)=O.[Na+]>[C:20]1([CH2:19][O:1][C:2]2[C:7]([C:8]([C:10]3[CH:15]=[CH:14][CH:13]=[CH:12][CH:11]=3)=[O:9])=[CH:6][N:5]=[C:4]3[NH:16][N:17]=[CH:18][C:3]=23)[CH:25]=[CH:24][CH:23]=[CH:22][CH:21]=1 |f:3.4|. Procedure: To a solution of [4-hydroxy-1H-pyrazolo[3,4-b]pyridin-5-yl]phenylmethanone (50 mg, 0.21 mmol) in methanol (1 mL) and saturated aqueous NaHCO3 solution (10 mL) was added benzyl bromide (0.027 mL, 0.23 mmol). The reaction mixture was stirred at room temperature for 16 h and extracted with CH2Cl2 (3×10 mL). The combined organic layers were dried (Na2SO4) and concentrated in vacuo to give an oil. The crude material was purified by flash chromatography (SiO2, 230-400 mesh, eluted with 1:19 MEOH/CH2Cl... Starting materials: Cl.Cl.NC1=CC(=C(C(=O)NCC2CCNCC2)C=C1Cl)OC (4-Amino-5-chloro-2-methoxy-N-(piperidin-4-ylmethyl)benzamide dihydrochloride), C([O-])([O-])=O.[K+].[K+] (potassium carbonate), BrCCCCCCCC(=O)C1=CC=CC=C1 (8-bromo-1-phenyl-1-octanone). Product: NC1=CC(=C(C(=O)NCC2CCN(CC2)CCCCCCCC(C2=CC=CC=C2)=O)C=C1Cl)OC (4-amino-5-chloro-2-methoxy-N-((1-(8-oxo-8-phenyloctyl)piperidin-4-yl)methyl)benzamide). Isolated yield 34.6%. As a reaction SMILES: Cl.Cl.[NH2:3][C:4]1[C:19]([Cl:20])=[CH:18][C:7]([C:8]([NH:10][CH2:11][CH:12]2[CH2:17][CH2:16][NH:15][CH2:14][CH2:13]2)=[O:9])=[C:6]([O:21][CH3:22])[CH:5]=1.C(=O)([O-])[O-].[K+].[K+].Br[CH2:30][CH2:31][CH2:32][CH2:33][CH2:34][CH2:35][CH2:36][C:37]([C:39]1[CH:44]=[CH:43][CH:42]=[CH:41][CH:40]=1)=[O:38]>>[NH2:3][C:4]1[C:19]([Cl:20])=[CH:18][C:7]([C:8]([NH:10][CH2:11][CH:12]2[CH2:13][CH2:14][N:15]([CH2:30][CH2:31][CH2:32][CH2:33][CH2:34][CH2:35][CH2:36][C:37](=[O:38])[C:39]3[CH:40]=[CH:41][CH:42]=[CH:43][CH:44]=3)[CH2:16][CH2:17]2)=[O:9])=[C:6]([O:21][CH3:22])[CH:5]=1 |f:0.1.2,3.4.5|. Procedure details: 4-Amino-5-chloro-2-methoxy-N-(piperidin-4-ylmethyl)benzamide dihydrochloride (1.5 g) as starting compound, potassium carbonate (2.5 g) and 8-bromo-1-phenyl-1-octanone (1.3 g) were reacted and treated in the same manner as in Example 172 to give 0.70 g of 4-amino-5-chloro-2-methoxy-N-((1-(8-oxo-8-phenyloctyl)piperidin-4-yl)methyl)benzamide. The reactants are C(C)(C)(C)OC(=O)N1[C@@H](CC(C1)=NOC)C(=O)O ((2S,4EZ)-1-(tert-butoxycarbonyl)-4-(methoxyimino)-2-pyrrolidinecarboxylic acid), CC1=C(C=CC=C1)C1=CC=C(C=C1)C(=O)O (2′-methyl[1,1′-biphenyl]-4-carboxylic acid), NCC(=O)N (2-aminoacetamide). The product is NC(CNC(=O)[C@H]1N(CC(C1)=NOC)C(=O)C1=CC=C(C=C1)C1=C(C=CC=C1)C)=O ((2S,4EZ)-N-(2-amino-2-oxoethyl)-4-(methoxyimino)-1-[(2′-methyl[1,1′-biphenyl]-4-yl)carbonyl]-2-pyrrolidinecarboxamide). As a reaction SMILES: C(O[C:6]([N:8]1[CH2:12][C:11](=[N:13][O:14][CH3:15])[CH2:10][C@H:9]1[C:16]([OH:18])=O)=[O:7])(C)(C)C.[CH3:19][C:20]1[CH:25]=[CH:24][CH:23]=[CH:22][C:21]=1[C:26]1[CH:31]=[CH:30][C:29](C(O)=O)=[CH:28][CH:27]=1.[NH2:35][CH2:36][C:37]([NH2:39])=[O:38]>>[NH2:39][C:37](=[O:38])[CH2:36][NH:35][C:16]([C@@H:9]1[CH2:10][C:11](=[N:13][O:14][CH3:15])[CH2:12][N:8]1[C:6]([C:29]1[CH:28]=[CH:27][C:26]([C:21]2[CH:22]=[CH:23][CH:24]=[CH:25][C:20]=2[CH3:19])=[CH:31][CH:30]=1)=[O:7])=[O:18]. Reported procedure: Following the general method as outlined in Example 22, starting from (2S,4EZ)-1-(tert-butoxycarbonyl)-4-(methoxyimino)-2-pyrrolidinecarboxylic acid, 2′-methyl[1,1′-biphenyl]-4-carboxylic acid, and 2-aminoacetamide, the title compound was obtained in 92% purity by HPLC. MS(ESI+): m/z=409. Starting materials: C(C=C)Cl (allyl chloride), COC(C(C)NC(=O)OCC)OC (N-(1,1-dimethoxyprop-2-yl)urethane), [H-].[Na+] (sodium hydride), [H][H] (hydrogen). Solvent: C1(=CC=CC=C1)C (toluene). Reaction conditions: temperature 90 celsius, time 8 hour. Product: C(C=C)N(C(=O)OCC)C(C(OC)OC)C (N-Allyl-N-(1,1-dimethoxyprop-2-yl)-urethane). RXN SMILES: [CH3:1][O:2][CH:3]([O:12][CH3:13])[CH:4]([NH:6][C:7]([O:9][CH2:10][CH3:11])=[O:8])[CH3:5].[H-].[Na+].[H][H].[CH2:18](Cl)[CH:19]=[CH2:20]>C1(C)C=CC=CC=1>[CH2:20]([N:6]([CH:4]([CH3:5])[CH:3]([O:2][CH3:1])[O:12][CH3:13])[C:7]([O:9][CH2:10][CH3:11])=[O:8])[CH:19]=[CH2:18] |f:1.2|. Procedure details: 131 g (0.686 mol) of N-(1,1-dimethoxyprop-2-yl)urethane are added dropwise to 25 g of sodium hydride (80% strength) in 700 ml of absolute toluene at 90° C. When the evolution of hydrogen has ended, 61.2 g (0.8 mol) of allyl chloride are added dropwise at 90° C and the mixture is stirred overnight at 90° C. The sodium chloride which has precipitated out is dissolved with water, the organic phase is separated off, dried over K2CO3 and concentrated and the residue is distilled.